Dataset: the Open Reaction Database (ORD), a public repository of structured organic reaction records. Task: describe an organic reaction: reactants, conditions, products, and yield The reactants are C(C)(=O)OC\C(=C(/C(=O)O)\C1=CC=CC=C1)\C1=CC=C(C=C1)S(=O)(=O)C ((Z)-4-Acetoxy-3-(4-(Methylsulfonyl)Phenyl)-2-Phenyl -2-Butenoic Acid), CCOCC (Et2O), CCOCC (Et2O). Yields the product C(C)(=O)OC\C(=C(/C(=O)OC)\C1=CC=CC=C1)\C1=CC=C(C=C1)S(=O)(=O)C ((Z)-4-Acetoxy-3-(4-(Methylsulfonyl)Phenyl)-2-Phenyl-2-Butenoic Acid, Methyl Ester). RXN SMILES: [C:1]([O:4][CH2:5]/[C:6](/[C:17]1[CH:22]=[CH:21][C:20]([S:23]([CH3:26])(=[O:25])=[O:24])=[CH:19][CH:18]=1)=[C:7](/[C:11]1[CH:16]=[CH:15][CH:14]=[CH:13][CH:12]=1)\[C:8]([OH:10])=[O:9])(=[O:3])[CH3:2].[CH3:27]COCC>>[C:1]([O:4][CH2:5]/[C:6](/[C:17]1[CH:22]=[CH:21][C:20]([S:23]([CH3:26])(=[O:25])=[O:24])=[CH:19][CH:18]=1)=[C:7](/[C:11]1[CH:16]=[CH:15][CH:14]=[CH:13][CH:12]=1)\[C:8]([O:10][CH3:27])=[O:9])(=[O:3])[CH3:2]. Procedure details: To a suspension of the acid from Example 4 (100 mg) in Et2O (20 mL) was added dropwise excess CH2N2 solution in Et2O. The solution was concentrated and the solid was swished with 2:1 hexane/EtOAc to give 90 mg of the title compound as a white solid. The reactants are CCC(Oc1cc2cc(C(O)CC)sc2c(Cl)c1Cl)C(=O)[O-], CCOCC, CCO, Cl, [Na+], [OH-], O. The product is CCC(O)c1cc2cc(OCC(=O)O)c(Cl)c(Cl)c2s1. RXN SMILES: [CH2:1]([CH3:2])[CH:3]([C:4](=[O:5])[O-:6])[O:7][c:8]1[cH:9][c:10]2[c:11]([s:12][c:13]([CH:15]([CH2:16][CH3:17])[OH:18])[cH:14]2)[c:19]([Cl:22])[c:20]1[Cl:21].[CH2:30]([O:31][CH2:32][CH3:33])[CH3:34].[CH3:26][CH2:27][OH:28].[ClH:25].[Na+:24].[OH-:23].[OH2:29]>>[CH2:3]([C:4](=[O:5])[OH:6])[O:7][c:8]1[cH:9][c:10]2[c:11]([s:12][c:13]([CH:15]([CH2:16][CH3:17])[OH:18])[cH:14]2)[c:19]([Cl:22])[c:20]1[Cl:21]. Starting materials: C(C)#N (acetonitrile), N(=O)OC(C)(C)C (t-butyl nitrite), C(C)#N (acetonitrile), NC=1SC=C(N1)CCCCCC (2-amino-4-hexylthiazole), C(Cl)(Cl)Cl.CCCCCC (chloroform hexane). Reagents/catalysts: [Cu](Cl)Cl (copper(II) chloride). Reaction conditions: time 2 hour. Product: ClC=1SC=C(N1)CCCCCC (2-chloro-4-hexylthiazole). RXN SMILES: C(#N)C.N(OC(C)(C)C)=O.N[C:12]1[S:13][CH:14]=[C:15]([CH2:17][CH2:18][CH2:19][CH2:20][CH2:21][CH3:22])[N:16]=1.C(Cl)(Cl)[Cl:24].CCCCCC>[Cu](Cl)Cl>[Cl:24][C:12]1[S:13][CH:14]=[C:15]([CH2:17][CH2:18][CH2:19][CH2:20][CH2:21][CH3:22])[N:16]=1 |f:3.4|. Procedure details: To 200 mL of acetonitrile was added 9.7 mL (81 mmol) of t-butyl nitrite and 8.75 g (65.1 mmol) of copper(II) chloride, and 10 mL of acetonitrile containing 10.0 g (54.3 mmol) of 2-amino-4-hexylthiazole (Helvetica Chemica Acta XXXII, Fasciculus I, 35 (1949)) dissolved therein was added to this portion-wise while cooling with ice under an argon atmosphere and the temperature thereof was returned to room temperature and the mixture was stirred for 2 hours. Then, the resultant reaction mixed liquid ... The reactants are CN(C)C(=[N+](C)C)ON1C2=C(C=CC=C2)N=N1.[B-](F)(F)(F)F (TBTU), C(C1=CC=CC=C1)OC(=O)N[C@H](C1=CC=C(C=C1)O)C(=O)O ((R)-N-benzyloxycarbonyl-α-carboxy-4-hydroxybenzylamine), C(C)(C)(C)OC([C@H](CC)N)=O ((2S)-2-amino butanoic acid t-butyl ester), CN1CCOCC1 (N-methylmorpholine). The solvent is C(Cl)Cl (DCM). Reaction conditions: time 8 hour. Yields the product C(C1=CC=CC=C1)OC(=O)N[C@H](C1=CC=C(C=C1)O)C(N[C@@H](CC)C(=O)OC(C)(C)C)=O ((R)-N-Benzyloxycarbonyl-α-{N-[(S)-1-(t-butoxycarbonyl)propyl]carbamoyl}-4-hydroxybenzylamine). Isolated yield 63.0%. RXN SMILES: [CH2:1]([O:8][C:9]([NH:11][C@@H:12]([C:20]([OH:22])=O)[C:13]1[CH:18]=[CH:17][C:16]([OH:19])=[CH:15][CH:14]=1)=[O:10])[C:2]1[CH:7]=[CH:6][CH:5]=[CH:4][CH:3]=1.[C:23]([O:27][C:28](=[O:33])[C@@H:29]([NH2:32])[CH2:30][CH3:31])([CH3:26])([CH3:25])[CH3:24].CN1CCOCC1.CN(C(ON1N=NC2C=CC=CC1=2)=[N+](C)C)C.[B-](F)(F)(F)F>C(Cl)Cl>[CH2:1]([O:8][C:9]([NH:11][C@@H:12]([C:20](=[O:22])[NH:32][C@H:29]([C:28]([O:27][C:23]([CH3:24])([CH3:26])[CH3:25])=[O:33])[CH2:30][CH3:31])[C:13]1[CH:14]=[CH:15][C:16]([OH:19])=[CH:17][CH:18]=1)=[O:10])[C:2]1[CH:3]=[CH:4][CH:5]=[CH:6][CH:7]=1 |f:3.4|. Procedure details: A solution of (R)-N-benzyloxycarbonyl-α-carboxy-4-hydroxybenzylamine (Method 17; 2.00 g, 6.64 mmol), (2S)-2-amino butanoic acid t-butyl ester (1.30 g, 6.64 mmol) and N-methylmorpholine (2.0 g, 19.8 mmol) in DCM (30 ml) was stirred at RT for 5 min, after which TBTU (2.60 g, 8.10 mmol) was added. The reaction mixture was stirred at ambient temperature overnight. The solvent was removed under reduced pressure and the residue was purified by flash chromatography on silica gel DCM:Acetone—60:40). The...